From a dataset of the Open Reaction Database (ORD), a public repository of structured organic reaction records. describe an organic reaction: reactants, conditions, products, and yield Starting materials: NC1=C(C(NC(N1CC(C)C)=S)=O)NC (6-Amino-1-isobutyl-5-methylamino-2-thioxo-2,3-dihydro-1H-pyrimidin-4-one), C(=O)O (formic acid). Reaction conditions: temperature 85 celsius. The product is C(C(C)C)N1C(NC(C=2N(C=NC12)C)=O)=S (3-Isobutyl-7-methyl-2-thioxanthine). Isolated yield 74.0%. Reaction SMILES: [NH2:1][C:2]1[N:7]([CH2:8][CH:9]([CH3:11])[CH3:10])[C:6](=[S:12])[NH:5][C:4](=[O:13])[C:3]=1[NH:14][CH3:15].[CH:16](O)=O>>[CH2:8]([N:7]1[C:2]2[N:1]=[CH:15][N:14]([CH3:16])[C:3]=2[C:4](=[O:13])[NH:5][C:6]1=[S:12])[CH:9]([CH3:11])[CH3:10]. Procedure details: 6-Amino-1-isobutyl-5-methylamino-2-thioxo-2,3-dihydro-1H-pyrimidin-4-one (0.11 g, 0.48 mmol) was dissolved in formic acid (1 mL) and heated at 85° C. for 1 h. The excess of formic acid was evaporated off under reduced pressure. 10% Sodium hydroxide solution (2 mL) was added and the solution was heated at 85° C. for 20 minutes. Water was added and the pH was adjusted to 4 with dilute acetic acid, upon which a white solid precipitated. The white solid was collected by filtration, washed with water... The reactants are COC=C(C)c1sc(-c2ccc(C(F)(F)F)cc2)nc1C(C)C, Cl, C1CCOC1. Product: CC(C)c1nc(-c2ccc(C(F)(F)F)cc2)sc1C(C)C=O. RXN SMILES: [CH:1]([CH3:2])([CH3:3])[c:4]1[n:5][c:6](-[c:14]2[cH:15][cH:16][c:17]([C:20]([F:21])([F:22])[F:23])[cH:18][cH:19]2)[s:7][c:8]1[C:9](=[CH:10][O:11][CH3:12])[CH3:13].[ClH:24].[O:25]1[CH2:26][CH2:27][CH2:28][CH2:29]1>>[CH:1]([CH3:2])([CH3:3])[c:4]1[n:5][c:6](-[c:14]2[cH:15][cH:16][c:17]([C:20]([F:21])([F:22])[F:23])[cH:18][cH:19]2)[s:7][c:8]1[CH:9]([CH:10]=[O:11])[CH3:13]. The reactants are O=c1c2cc(Br)ccc2ccc2ncc(Cl)cc12, [Cu]I, [I-], [Na+]. Yields the product O=c1c2cc(I)ccc2ccc2ncc(Cl)cc12. As a reaction SMILES: [Cl:1][c:2]1[cH:3][c:4]2[c:5]([n:6][cH:7]1)[cH:8][cH:9][c:10]1[c:11]([c:12]2=[O:13])[cH:14][c:15]([Br:18])[cH:16][cH:17]1.[Cu:21][I:22].[I-:20].[Na+:19]>>[Cl:1][c:2]1[cH:3][c:4]2[c:5]([n:6][cH:7]1)[cH:8][cH:9][c:10]1[c:11]([c:12]2=[O:13])[cH:14][c:15]([I:20])[cH:16][cH:17]1.